Dataset: the Open Reaction Database (ORD), a public repository of structured organic reaction records. Task: describe an organic reaction: reactants, conditions, products, and yield Starting materials: resultant suspension, [H-].[Na+] (Sodium hydride), OC(CCNC(OC(C)(C)C)=O)C=1C=NC=CC1 ([3-Hydroxy-3-(3-pyridinyl)propyl]carbamic acid, 1,1-dimethylethyl ester), ClC1=CC(=C(C#N)C=C1F)F (4-chloro-2,5-difluorobenzonitrile). The solvent is O1CCCC1 (tetrahydrofuran). The product is ClC=1C(=CC(=C(OC(CCNC(OC(C)(C)C)=O)C=2C=NC=CC2)C1)C#N)F ((3-(5-chloro-2-cyano-4-fluorophenoxy)-3-(3-pyridinyl)propyl]carbamic acid, 1,1 dimethylethyl ester). The yield is 87.4%. As a reaction SMILES: [H-].[Na+].[OH:3][CH:4]([C:15]1[CH:16]=[N:17][CH:18]=[CH:19][CH:20]=1)[CH2:5][CH2:6][NH:7][C:8](=[O:14])[O:9][C:10]([CH3:13])([CH3:12])[CH3:11].[Cl:21][C:22]1[C:29]([F:30])=[CH:28][C:25]([C:26]#[N:27])=[C:24](F)[CH:23]=1>O1CCCC1>[Cl:21][C:22]1[C:29]([F:30])=[CH:28][C:25]([C:26]#[N:27])=[C:24]([CH:23]=1)[O:3][CH:4]([C:15]1[CH:16]=[N:17][CH:18]=[CH:19][CH:20]=1)[CH2:5][CH2:6][NH:7][C:8](=[O:14])[O:9][C:10]([CH3:13])([CH3:12])[CH3:11] |f:0.1|. Reported procedure: Sodium hydride (141 mg, 60% dispersion in oil) was added to a solution of the product from step (b) (785 mg, 2.96 mmol) and 4-chloro-2,5-difluorobenzonitrile (546 mg, 3.75 mmol) in tetrahydrofuran (9 ml) and the resultant suspension was stirred for 0.5 h. The mixture was quenched with saturated aqueous ammonium chloride, basified to pH 8 and extracted with ethyl acetate (three times). The combined organic extracts were dried (sodium sulphate), evaporated and purified by chromatography on silica ... Starting materials: water ice, C(C)[Si](CC)(CC)C#CC1=C(C=CC=C1)C(C(=O)N)C (2-(2-((triethylsilyl)ethynyl)phenyl)propanamide), solution, [F-].C(CCC)[N+](CCCC)(CCCC)CCCC (tetrabutylammonium fluoride), C(=O)(O)[O-].[Na+] (NaHCO3). Run in C1CCOC1 (THF), C1CCOC1 (THF). The product is C(#C)C1=C(C=CC=C1)C(C(=O)N)C (2-(2-Ethynylphenyl)propanamide), solid. Isolated yield 85.0%. RXN SMILES: C([Si]([C:8]#[C:9][C:10]1[CH:15]=[CH:14][CH:13]=[CH:12][C:11]=1[CH:16]([CH3:20])[C:17]([NH2:19])=[O:18])(CC)CC)C.[F-].C([N+](CCCC)(CCCC)CCCC)CCC.C([O-])(O)=O.[Na+]>C1COCC1>[C:9]([C:10]1[CH:15]=[CH:14][CH:13]=[CH:12][C:11]=1[CH:16]([CH3:20])[C:17]([NH2:19])=[O:18])#[CH:8] |f:1.2,3.4|. Reported procedure: A cooled (0° C. water/ice bath) solution of 2-(2-((triethylsilyl)ethynyl)phenyl)propanamide I14 (7.17 g, 24.9 mmol) in THF (40 mL) was slowly treated with a 1.0 M solution of tetrabutylammonium fluoride in THF (26.2 mL, 26.2 mmol) under a nitrogen atmosphere. The resulting mixture was stirred at 0° C. for 5 minutes before a sat. aq. NaHCO3 solution was added. The mixture was extracted with EtOAc (3 times), the combined organic extracts were washed with brine, dried (Na2SO4) and evaporated in vac... Product: CC[C@@]1(C2=C(COC1=O)C(=O)N3CC=4C=C5C=C(C=CC5=NC4C3=C2)O)O (10-hydroxy camptothecin). Procedure details: Naturally available mixture of 10 and 11-hydroxy camptothecin (1.0 g) is dissolved in anhydrous trifluoroacetic acid (5 ml) and anhydrous methanol (10 ml) to form a homogeneous solution of the quaternized components of the mixture. The homogeneous solution is then absorbed over enough silica gel (60 A; 60-230 mesh) to form a thick slurry. This slurry is dried by evaporating methanol and excess acid in vacuo on a rotary evaporator, leaving a powdery mass. The powder is then loaded over a pre-equi... The solvent is FC(C(=O)O)(F)F (trifluoroacetic acid). RXN SMILES: [CH3:1][CH2:2][C@@:3]1([OH:27])[C:8](=[O:9])[O:7][CH2:6][C:5]2[C:10]([N:12]3[C:16](=[CH:17][C:4]1=2)[C:15]1[NH:18][C:19]2[C:25](=[CH:26][C:14]=1[CH2:13]3)[CH:24]=[CH:23][C:21](=O)[CH:20]=2)=[O:11].C[OH:29].C(Cl)(Cl)Cl>FC(F)(F)C(O)=O>[CH3:1][CH2:2][C@@:3]1([OH:27])[C:8](=[O:9])[O:7][CH2:6][C:5]2[C:10]([N:12]3[C:16](=[CH:17][C:4]1=2)[C:15]1[N:18]=[C:19]2[C:25]([CH:24]=[C:23]([OH:29])[CH:21]=[CH:20]2)=[CH:26][C:14]=1[CH2:13]3)=[O:11]. Reactants: C(Cl)(Cl)Cl (chloroform), 10, CC[C@@]1(C2=C(COC1=O)C(=O)N3CC4=C(C3=C2)NC5=CC(=O)C=CC5=C4)O (11-hydroxy camptothecin), CO (methanol). The reactants are acid chloride, N(=[N+]=[N-])C(CC1=CC=C(S1)C(=O)N)C.N (ammonia 5-[(RS)-2-azidopropyl]-2-thiophenecarboxamide), C(C)OCC (diethyl ether), C1(=CC=CC=C1)P(C1=CC=CC=C1)C1=CC=CC=C1 (triphenylphosphine). Solvent: C(C)#N (acetonitrile). Product: NC(CC1=CC=C(S1)C(=O)N)C (5-[(RS)-2-aminopropyl]-2-thiophenecarboxamide). As a reaction SMILES: [N:1]([CH:4]([CH3:14])[CH2:5][C:6]1[S:10][C:9]([C:11]([NH2:13])=[O:12])=[CH:8][CH:7]=1)=[N+]=[N-].N.C(OCC)C.C1(P(C2C=CC=CC=2)C2C=CC=CC=2)C=CC=CC=1>C(#N)C>[NH2:1][CH:4]([CH3:14])[CH2:5][C:6]1[S:10][C:9]([C:11]([NH2:13])=[O:12])=[CH:8][CH:7]=1 |f:0.1|. Procedure: For the preparation of the amine starting material of Example 10f, α-methyl-2-thiophenethanol, acetyl chloride and aluminum chloride were reacted in methylene chloride to give (RS)-2-(5-acetyl-2-thienyl)-1-methylethyl acetate. The resulting acetate was saponified with sodium hydroxide in methanol to give 5-[(RS)-2-hydroxypropyl]-2-thienyl methyl ketone which was subsequently reacted with p-toluenesulfonyl chloride to give (RS)-2-(5-acetyl-2-thienyl)-1-methylethyl-p-toluenesulfonate, m.p. 101°-10...